This data is from the Open Reaction Database (ORD), a public repository of structured organic reaction records. The task is: describe an organic reaction: reactants, conditions, products, and yield Starting materials: COC(C)C1=CC=C(C(=O)OC)C=C1 (methyl 4-(1-methoxyethyl)benzoate), [OH-].[Li+] (lithium hydroxide), CO (methanol), Cl (hydrogen chloride). Run in O (water). Run at time 12 hour. Yields the product C(C)OC(C)C1=CC=C(C(=O)O)C=C1 (4-(1-ethoxyethyl)benzoic acid). The yield is 97.0%. Reaction SMILES: [CH3:1][O:2][CH:3]([C:5]1[CH:14]=[CH:13][C:8]([C:9]([O:11]C)=[O:10])=[CH:7][CH:6]=1)[CH3:4].[OH-].[Li+].Cl.[CH3:18]O>O>[CH2:1]([O:2][CH:3]([C:5]1[CH:14]=[CH:13][C:8]([C:9]([OH:11])=[O:10])=[CH:7][CH:6]=1)[CH3:4])[CH3:18] |f:1.2|. Procedure: To the solution of methyl 4-(1-methoxyethyl)benzoate (181 mg, 0.95 mmol) in methanol and water (50 mL/10 mL) was added lithium hydroxide (50 mg, 2.1 mmol), the solution was stirred at room temperature for 12 hours. Then the solution was acidified by hydrogen chloride (1 N/mol) pH to 6, extracted with dichloromethane (50 mL*3), evaporated the solvent to give 4-(1-ethoxyethyl)benzoic acid (166 mg, 97%). Starting materials: CCO, NN, CCOC(=O)CCCCc1c(CN2C(=O)c3ccccc3C2=O)nn2c(CC)ccc2c1-c1cncc(C)c1, O. The product is CCOC(=O)CCCCc1c(CN)nn2c(CC)ccc2c1-c1cncc(C)c1. As a reaction SMILES: [CH3:43][CH2:44][OH:45].[NH2:41][NH2:42].[O:1]=[C:2]1[N:3]([CH2:12][c:13]2[c:14]([CH2:31][CH2:32][CH2:33][CH2:34][C:35](=[O:36])[O:37][CH2:38][CH3:39])[c:15](-[c:24]3[cH:25][n:26][cH:27][c:28]([CH3:30])[cH:29]3)[c:16]3[n:17]([n:18]2)[c:19]([CH2:22][CH3:23])[cH:20][cH:21]3)[C:10](=[O:11])[c:5]2[c:4]1[cH:9][cH:8][cH:7][cH:6]2.[OH2:40]>>[NH2:3][CH2:12][c:13]1[c:14]([CH2:31][CH2:32][CH2:33][CH2:34][C:35](=[O:36])[O:37][CH2:38][CH3:39])[c:15](-[c:24]2[cH:25][n:26][cH:27][c:28]([CH3:30])[cH:29]2)[c:16]2[n:17]([n:18]1)[c:19]([CH2:22][CH3:23])[cH:20][cH:21]2. Starting materials: CN1N=CC=C1CNC(=O)C1=CC=C(S1)C(=O)OC (Methyl 5-(1-methyl-1H-pyrazol-5-ylmethylcarbamoyl)thiophene-2-carboxylate), O.NN (hydrazine monohydrate). The solvent is CO (methanol). Yields the product CN1N=CC=C1CNC(=O)C=1SC(=CC1)C(=O)NN (5-hydrazinocarbonylthiophene-2-carboxylic acid (1-methyl-1H-pyrazol-5-ylmethyl)amide). The yield is 49.0%. RXN SMILES: [CH3:1][N:2]1[C:6]([CH2:7][NH:8][C:9]([C:11]2[S:15][C:14]([C:16]([O:18]C)=O)=[CH:13][CH:12]=2)=[O:10])=[CH:5][CH:4]=[N:3]1.O.[NH2:21][NH2:22]>CO>[CH3:1][N:2]1[C:6]([CH2:7][NH:8][C:9]([C:11]2[S:15][C:14]([C:16]([NH:21][NH2:22])=[O:18])=[CH:13][CH:12]=2)=[O:10])=[CH:5][CH:4]=[N:3]1 |f:1.2|. Procedure details: Methyl 5-(1-methyl-1H-pyrazol-5-ylmethylcarbamoyl)thiophene-2-carboxylate (0.25 g, 0.90 mmol) in methanol (2.5 mL) was stirred with hydrazine monohydrate (0.17 mL, 3.6 mmol) at 70° C. for 3.5 hours. The precipitated solid was recovered by filtration, washed with chloroform and dried to give the desired product, 5-hydrazinocarbonylthiophene-2-carboxylic acid (1-methyl-1H-pyrazol-5-ylmethyl)amide (yield 49%).